Dataset: the Open Reaction Database (ORD), a public repository of structured organic reaction records. Task: describe an organic reaction: reactants, conditions, products, and yield Reactants: [BH4-], C=CCNC(=O)Nc1ncnc2c1ncn2-c1ccc(NC(=O)Nc2ccc(Cl)c(C(F)(F)F)c2)cc1, [O-][I+3]([O-])([O-])[O-], [Na+], [Na+], C1CCOC1, O, O=[Os](=O)(=O)=O. Yields the product O=C(Nc1ccc(-n2cnc3c(NC(=O)NCCO)ncnc32)cc1)Nc1ccc(Cl)c(C(F)(F)F)c1. RXN SMILES: [BH4-:44].[CH2:1]([CH:2]=[CH2:3])[NH:4][C:5](=[O:6])[NH:7][c:8]1[c:9]2[n:10][cH:11][n:12](-[c:17]3[cH:18][cH:19][c:20]([NH:23][C:24](=[O:25])[NH:26][c:27]4[cH:28][c:29]([C:34]([F:35])([F:36])[F:37])[c:30]([Cl:33])[cH:31][cH:32]4)[cH:21][cH:22]3)[c:13]2[n:14][cH:15][n:16]1.[I+3:38]([O-:39])([O-:40])([O-:41])[O-:42].[Na+:43].[Na+:45].[O:46]1[CH2:47][CH2:48][CH2:49][CH2:50]1.[OH2:51].[Os:52](=[O:53])(=[O:54])(=[O:55])=[O:56]>>[CH2:1]([CH2:2][OH:39])[NH:4][C:5](=[O:6])[NH:7][c:8]1[c:9]2[n:10][cH:11][n:12](-[c:17]3[cH:18][cH:19][c:20]([NH:23][C:24](=[O:25])[NH:26][c:27]4[cH:28][c:29]([C:34]([F:35])([F:36])[F:37])[c:30]([Cl:33])[cH:31][cH:32]4)[cH:21][cH:22]3)[c:13]2[n:14][cH:15][n:16]1.